From a dataset of the Open Reaction Database (ORD), a public repository of structured organic reaction records. describe an organic reaction: reactants, conditions, products, and yield Starting materials: CC(C)(C)[Si](C)(C)Cl, CCC(O)CN, CN(C)C=O, c1c[nH]cn1. Yields the product CCC(CN)O[Si](C)(C)C(C)(C)C. RXN SMILES: [C:7]([CH3:8])([CH3:9])([CH3:10])[Si:11]([CH3:12])([CH3:13])[Cl:14].[NH2:1][CH2:2][CH:3]([CH2:4][CH3:5])[OH:6].[O:20]=[CH:21][N:22]([CH3:23])[CH3:24].[nH:15]1[cH:16][cH:17][n:18][cH:19]1>>[NH2:1][CH2:2][CH:3]([CH2:4][CH3:5])[O:6][Si:11]([C:7]([CH3:8])([CH3:9])[CH3:10])([CH3:12])[CH3:13]. Reactants: Clc1ncc(Br)cn1, CO, C[O-], [Na+]. The product is COc1ncc(Br)cn1. RXN SMILES: [Br:1][c:2]1[cH:3][n:4][c:5]([Cl:8])[n:6][cH:7]1.[CH3:12][OH:13].[CH3:9][O-:10].[Na+:11]>>[Br:1][c:2]1[cH:3][n:4][c:5]([O:10][CH3:9])[n:6][cH:7]1. The reactants are Cc1nc(Cl)c2nc(-c3ccccc3)cc-2[nH]1, [K+], [K+], OCC1CCCN1, O=C([O-])[O-], O. The product is Cc1nc(N2CCCC2CO)c2nc(-c3ccccc3)cc-2[nH]1. Reaction SMILES: [Cl:1][c:2]1[c:3]2[n:11][c:10](-[c:12]3[cH:13][cH:14][cH:15][cH:16][cH:17]3)[cH:9][c:4]-2[nH:5][c:6]([CH3:8])[n:7]1.[K+:25].[K+:26].[NH:18]1[CH:19]([CH2:23][OH:24])[CH2:20][CH2:21][CH2:22]1.[O-:27][C:28]([O-:29])=[O:30].[OH2:31]>>[c:2]1([N:18]2[CH:19]([CH2:23][OH:24])[CH2:20][CH2:21][CH2:22]2)[c:3]2[n:11][c:10](-[c:12]3[cH:13][cH:14][cH:15][cH:16][cH:17]3)[cH:9][c:4]-2[nH:5][c:6]([CH3:8])[n:7]1.